From a dataset of the Open Reaction Database (ORD), a public repository of structured organic reaction records. describe an organic reaction: reactants, conditions, products, and yield Starting materials: BrC1=C(C=C2C=CN=C(C2=C1)O[C@@H]1C[C@H](N(C1)C([C@H](CCCCCC=C)NC(=O)OC(C)(C)C)=O)C(=O)OCC)OC (Ethyl (4R)-4-[(7-bromo-6-methoxyisoquinolin-1-yl)oxy]-1-{(2S)-2-[(t-butoxycarbonyl)amino]non-8-enoyl}-L-prolinate). Run in C1CCOC1 (THF), CCO (EtOH), [Li+].[OH-] (LiOH), OS(=O)(=O)[O-].[K+] (KHSO4). Yields the product BrC1=C(C=C2C=CN=C(C2=C1)O[C@@H]1C[C@H](N(C1)C([C@H](CCCCCC=C)NC(=O)OC(C)(C)C)=O)C(=O)O)OC ((4R)-4-[(7-Bromo-6-methoxyisoquinolin-1-yl)oxy]-1-{(2S)-2-[(tert-butoxycarbonyl)amino]non-8-enoyl}-L-proline). Yield: 96.1%. Reaction SMILES: [Br:1][C:2]1[CH:11]=[C:10]2[C:5]([CH:6]=[CH:7][N:8]=[C:9]2[O:12][C@H:13]2[CH2:17][N:16]([C:18](=[O:35])[C@@H:19]([NH:27][C:28]([O:30][C:31]([CH3:34])([CH3:33])[CH3:32])=[O:29])[CH2:20][CH2:21][CH2:22][CH2:23][CH2:24][CH:25]=[CH2:26])[C@H:15]([C:36]([O:38]CC)=[O:37])[CH2:14]2)=[CH:4][C:3]=1[O:41][CH3:42]>C1COCC1.CCO.[Li+].[OH-].OS([O-])(=O)=O.[K+]>[Br:1][C:2]1[CH:11]=[C:10]2[C:5]([CH:6]=[CH:7][N:8]=[C:9]2[O:12][C@H:13]2[CH2:17][N:16]([C:18](=[O:35])[C@@H:19]([NH:27][C:28]([O:30][C:31]([CH3:32])([CH3:33])[CH3:34])=[O:29])[CH2:20][CH2:21][CH2:22][CH2:23][CH2:24][CH:25]=[CH2:26])[C@H:15]([C:36]([OH:38])=[O:37])[CH2:14]2)=[CH:4][C:3]=1[O:41][CH3:42] |f:3.4,5.6|. Procedure: A solution of the product from Step 1 (400 mg, 0.617 mmol) in THF (5 mL), EtOH (1 mL) and 1N aqueous LiOH (4.32 mL) was stirred at RT for 2 hours. The reaction solution was diluted with 10% KHSO4 (20 mL) and extracted with ether (3×70 mL). The combined ether layers were washed with water (50 mL), brine (30 mL), dried over Na2SO4, filtered and concentrated to give the title product (368 mg). LRMS (ESI) m/z 620.4 [(M+H)+; calcd for C29H39BrN3O7: 620.2]. Reactants: COC(=O)c1ccc(Sc2ccc([N+](=O)[O-])cc2C(=O)OC)cc1, CC(C)O, ClC(Cl)Cl, [Cl-], [Fe], [NH4+]. The product is COC(=O)c1ccc(Sc2ccc(N)cc2C(=O)OC)cc1. Reaction SMILES: [CH3:1][O:2][C:3](=[O:4])[c:5]1[cH:6][cH:7][c:8]([S:11][c:12]2[c:13]([C:14](=[O:15])[O:16][CH3:17])[cH:18][c:19]([N+:22]([O-:23])=[O:24])[cH:20][cH:21]2)[cH:9][cH:10]1.[CH:25]([OH:26])([CH3:27])[CH3:28].[CH:32]([Cl:33])([Cl:34])[Cl:35].[Cl-:29].[Fe:31].[NH4+:30]>>[CH3:1][O:2][C:3](=[O:4])[c:5]1[cH:6][cH:7][c:8]([S:11][c:12]2[c:13]([C:14](=[O:15])[O:16][CH3:17])[cH:18][c:19]([NH2:22])[cH:20][cH:21]2)[cH:9][cH:10]1. The reactants are C(C1=CC=CC=C1)(C1=CC=CC=C1)=N (benzophenone imine), BrC=1C=CC(=C(C1)[C@]1(NC(COC(C1)(C)C)=O)C)F ((S)-5-(5-bromo-2-fluoro-phenyl)-5,7,7-trimethyl-[1,4]oxazepan-3-one), CC(C)([O-])C.[Na+] (sodium tert-butoxide), C(C)(C)(C)P(C1=C(C=CC=C1)C1=C(C=C(C=C1C(C)C)C(C)C)C(C)C)C(C)(C)C (2-di-tert-butylphosphino-2′,4′,6′-triisopropylbiphenyl). The reagents and catalysts are C=1C=CC(=CC1)/C=C/C(=O)/C=C/C2=CC=CC=C2.C=1C=CC(=CC1)/C=C/C(=O)/C=C/C2=CC=CC=C2.C=1C=CC(=CC1)/C=C/C(=O)/C=C/C2=CC=CC=C2.[Pd].[Pd].C(Cl)(Cl)Cl (tris(dibenzylideneacetone)dipalladium chloroform). Solvent: C1(=CC=CC=C1)C (toluene), O (water). Run at temperature 105 celsius. The product is C(C1=CC=CC=C1)(C1=CC=CC=C1)=NC=1C=CC(=C(C1)[C@]1(NC(COC(C1)(C)C)=O)C)F ((S)-5-[5-(benzhydrylidene-amino)-2-fluoro-phenyl]-5,7,7-trimethyl-[1,4]oxazepan-3-one). Isolated yield 89.0%. As a reaction SMILES: Br[C:2]1[CH:3]=[CH:4][C:5]([F:19])=[C:6]([C@:8]2([CH3:18])[CH2:14][C:13]([CH3:16])([CH3:15])[O:12][CH2:11][C:10](=[O:17])[NH:9]2)[CH:7]=1.CC(C)([O-])C.[Na+].C(P(C(C)(C)C)C1C=CC=CC=1C1C(C(C)C)=CC(C(C)C)=CC=1C(C)C)(C)(C)C.[C:56](=[NH:69])([C:63]1[CH:68]=[CH:67][CH:66]=[CH:65][CH:64]=1)[C:57]1[CH:62]=[CH:61][CH:60]=[CH:59][CH:58]=1>C1(C)C=CC=CC=1.C1C=CC(/C=C/C(/C=C/C2C=CC=CC=2)=O)=CC=1.C1C=CC(/C=C/C(/C=C/C2C=CC=CC=2)=O)=CC=1.C1C=CC(/C=C/C(/C=C/C2C=CC=CC=2)=O)=CC=1.[Pd].[Pd].C(Cl)(Cl)Cl.O>[C:56](=[N:69][C:2]1[CH:3]=[CH:4][C:5]([F:19])=[C:6]([C@:8]2([CH3:18])[CH2:14][C:13]([CH3:16])([CH3:15])[O:12][CH2:11][C:10](=[O:17])[NH:9]2)[CH:7]=1)([C:63]1[CH:64]=[CH:65][CH:66]=[CH:67][CH:68]=1)[C:57]1[CH:62]=[CH:61][CH:60]=[CH:59][CH:58]=1 |f:1.2,6.7.8.9.10.11|. Procedure: Under argon in a sealed tube was added to a solution of (S)-5-(5-bromo-2-fluoro-phenyl)-5,7,7-trimethyl-[1,4]oxazepan-3-one (intermediate A16A) (1.0 g, 3.0 mmol) in toluene (20 ml), sodium tert-butoxide (NaOBut) (865 mg, 9.0 mmol), 2-di-tert-butylphosphino-2′,4′,6′-triisopropylbiphenyl (t-Bu X-phos) (127 mg, 10 mol %) and tris(dibenzylideneacetone)dipalladium chloroform complex (Pd2(dba)3.CHCl3) (93 mg, 3 mol %) followed by benzophenone imine (1.07 mL, 6.0 mmol). The tube was sealed under argon ... The reactants are Tris-hydrochloride, C1(=CC=CC=C1)CC(C(=O)[O-])=O.[Na+] (sodium phenylpyruvate), C=1N=C(C2=C(N1)N(C=N2)[C@H]3[C@@H]([C@@H]([C@H](O3)COP(=O)(O)OP(=O)(O)OC[C@@H]4[C@H]([C@H]([C@@H](O4)N5C=CCC(=C5)C(=O)N)O)O)O)OP(=O)(O)O)N (NADPH), O=C[C@H](O)[C@@H](O)[C@H](O)[C@H](O)CO (glucose), O=C[C@H](O)[C@@H](O)[C@H](O)[C@H](O)CO (glucose), [OH-].[Na+] (sodium hydroxide), C1(=CC=CC=C1)CC(C(=O)[O-])=O.[Na+] (sodium phenylpyruvate), S(O)(O)(=O)=O (sulfuric acid), CN (methylamine). Yields the product CN[C@@H](CC1=CC=CC=C1)C(=O)O (N-methylphenylalanine). Reaction SMILES: [C:1]1([CH2:7][C:8](=O)[C:9]([O-:11])=[O:10])[CH:6]=[CH:5][CH:4]=[CH:3][CH:2]=1.[Na+].[CH:14]1[N:15]=C(N)C2N=CN([C@@H]3O[C@H](COP(OP(OC[C@H]4O[C@@H](N5C=C(C(N)=O)CC=C5)[C@H](O)[C@@H]4O)(O)=O)(O)=O)[C@@H](O)[C@H]3OP(O)(O)=O)C=2N=1.O=C[C@@H]([C@H]([C@@H]([C@@H](CO)O)O)O)O.CN.S(=O)(=O)(O)O.[OH-].[Na+]>>[CH3:14][NH:15][C@H:8]([C:9]([OH:11])=[O:10])[CH2:7][C:1]1[CH:6]=[CH:5][CH:4]=[CH:3][CH:2]=1 |f:0.1,6.7|. Procedure: In a 50-mL beaker, 5.88 ml of 40 mM Tris-hydrochloride buffer (pH 8.0) containing 60 mg of sodium phenylpyruvate, 2.3 mg of NADPH, 35 U of glucose dehydrogenase, and 1 g of glucose was placed, to which 5.88 mL of 240 mM methylamine adjusted to pH 8.0 with sulfuric acid and 3.25 mL of the above cell-free extract were added, and the mixture was allowed to react at 30° C. The reaction was conducted while stirring and adjusting pH to 8.0 with 1 N aqueous sodium hydroxide solution. A portion of the r... Starting materials: NC1=CC=C(C=C1)C1=CC=C(N1C)C#N (5-(4-aminophenyl)-1-methyl-1H-pyrrole-2-carbonitrile), CC(CC(=O)Cl)C (3-methyl-butyryl chloride). Product: C(#N)C1=CC=C(N1C)C1=CC=C(C=C1)NC(CC(C)C)=O (N-[4-(5-cyano-1-methyl-1H-pyrrol-2-yl)phenyl]-3-methyl butanamide). Reaction SMILES: [NH2:1][C:2]1[CH:7]=[CH:6][C:5]([C:8]2[N:12]([CH3:13])[C:11]([C:14]#[N:15])=[CH:10][CH:9]=2)=[CH:4][CH:3]=1.[CH3:16][CH:17]([CH3:22])[CH2:18][C:19](Cl)=[O:20]>>[C:14]([C:11]1[N:12]([CH3:13])[C:8]([C:5]2[CH:6]=[CH:7][C:2]([NH:1][C:19](=[O:20])[CH2:18][CH:17]([CH3:22])[CH3:16])=[CH:3][CH:4]=2)=[CH:9][CH:10]=1)#[N:15]. Reported procedure: The title compound was prepared according to the general procedure for acylation of 5-(4-aminophenyl)-1-methyl-1H-pyrrole-2-carbonitrile using 3-methyl-butyryl chloride (67 μL, 0.55 mmol) to provide N-[4-(5-cyano-1-methyl-1H-pyrrol-2-yl)phenyl]-3-methyl butanamide (0.042 g). Reactants: N[C@H]1[C@@H](CCCC1)N (trans-1,2-diaminocyclohexane), [O-]P(=O)([O-])[O-].[K+].[K+].[K+] (K3PO4), FC1=CC=C(C=C1)I (1-fluoro-4-iodobenzene), N#N (N2), NC=1C=C2C=NNC2=CC1 (5-aminoindazole). Reagents/catalysts: [Cu]I (CuI). Solvent: O1CCOCC1 (dioxane), stainless steel. The product is FC1=CC=C(C=C1)N1N=CC2=CC(=CC=C12)N (N1-(4-fluorophenyl)-5-aminoindazole). Yield: 1090.4%. Reaction SMILES: [NH2:1][C:2]1[CH:3]=[C:4]2[C:8](=[CH:9][CH:10]=1)[NH:7][N:6]=[CH:5]2.N[C@@H]1CCCC[C@H]1N.[O-]P([O-])([O-])=O.[K+].[K+].[K+].[F:27][C:28]1[CH:33]=[CH:32][C:31](I)=[CH:30][CH:29]=1.N#N>O1CCOCC1.[Cu]I>[F:27][C:28]1[CH:33]=[CH:32][C:31]([N:7]2[C:8]3[C:4](=[CH:3][C:2]([NH2:1])=[CH:10][CH:9]=3)[CH:5]=[N:6]2)=[CH:30][CH:29]=1 |f:2.3.4.5|. Procedure details: Commercially available 5-aminoindazole (15 g, 113 mmol) was dissolved in 100 mL dry dioxane in a stainless steel pressure bottle followed by the addition of trans-1,2-diaminocyclohexane (6.4 g, 56 mmol), CuI (2.1 g, 11.3 mmol), K3PO4 (43 g, 203 mmol), and 1-fluoro-4-iodobenzene (27.5 g, 11.3 mmol). The reactor was sealed and heated at 120 C for 72 h under a blanket of N2. The reaction was filtered through a large SiO2 plug on a fitted funnel using EtOAc until the eluent ran clear (˜1 L). The sol... Reactants: CCCN, CO, COC(=O)COc1ccc(O)cc1. Product: CCCNC(=O)COc1ccc(O)cc1. Reaction SMILES: [CH2:1]([CH2:2][CH3:3])[NH2:4].[CH3:18][OH:19].[OH:5][c:6]1[cH:7][cH:8][c:9]([O:10][CH2:11][C:12](=[O:13])[O:14][CH3:15])[cH:16][cH:17]1>>[CH2:1]([CH2:2][CH3:3])[NH:4][C:12]([CH2:11][O:10][c:9]1[cH:8][cH:7][c:6]([OH:5])[cH:17][cH:16]1)=[O:13].